Task: describe an organic reaction: reactants, conditions, products, and yield. Dataset: the Open Reaction Database (ORD), a public repository of structured organic reaction records Reactants: ClC1=NC=CC(=N1)SC (2-chloro-4-methylsulfanyl-pyrimidine), [O-]P(=O)([O-])[O-].[K+].[K+].[K+] (K3PO4), FC=1C=C2C(=NC1)N(N=C2B2OC(C(O2)(C)C)(C)C)C(C2=CC=CC=C2)(C2=CC=CC=C2)C2=CC=CC=C2 (5-fluoro-3-(4,4,5,5-tetramethyl-1,3,2-dioxaborolan-2-yl)-1-trityl-1H-pyrazolo[3,4-b]pyridine), FC=1C=C2C(=NC1)N(N=C2B2OC(C(O2)(C)C)(C)C)C(C2=CC=CC=C2)(C2=CC=CC=C2)C2=CC=CC=C2 (5-fluoro-3-(4,4,5,5-tetramethyl-1,3,2-dioxaborolan-2-yl)-1-trityl-1H-pyrazolo[3,4-b]pyridine). The reagents and catalysts are C=1C=CC(=CC1)/C=C/C(=O)/C=C/C2=CC=CC=C2.C=1C=CC(=CC1)/C=C/C(=O)/C=C/C2=CC=CC=C2.C=1C=CC(=CC1)/C=C/C(=O)/C=C/C2=CC=CC=C2.[Pd].[Pd] (Pd2(dba)3). The solvent is O (water), CC1OCCC1 (2-methyltetrahydrofuran). Run at temperature 95 celsius. The product is FC=1C=C2C(=NC1)N(N=C2C2=NC=CC(=N2)SC)C(C2=CC=CC=C2)(C2=CC=CC=C2)C2=CC=CC=C2 (5-fluoro-3-(4-(methylthio)pyrimidin-2-yl)-1-trityl-1H-pyrazolo[3,4-b]pyridine). Reaction SMILES: Cl[C:2]1[N:7]=[C:6]([S:8][CH3:9])[CH:5]=[CH:4][N:3]=1.[O-]P([O-])([O-])=O.[K+].[K+].[K+].[F:18][C:19]1[CH:20]=[C:21]2[C:27](B3OC(C)(C)C(C)(C)O3)=[N:26][N:25]([C:37]([C:50]3[CH:55]=[CH:54][CH:53]=[CH:52][CH:51]=3)([C:44]3[CH:49]=[CH:48][CH:47]=[CH:46][CH:45]=3)[C:38]3[CH:43]=[CH:42][CH:41]=[CH:40][CH:39]=3)[C:22]2=[N:23][CH:24]=1>O.CC1CCCO1.C1C=CC(/C=C/C(/C=C/C2C=CC=CC=2)=O)=CC=1.C1C=CC(/C=C/C(/C=C/C2C=CC=CC=2)=O)=CC=1.C1C=CC(/C=C/C(/C=C/C2C=CC=CC=2)=O)=CC=1.[Pd].[Pd]>[F:18][C:19]1[CH:20]=[C:21]2[C:27]([C:2]3[N:7]=[C:6]([S:8][CH3:9])[CH:5]=[CH:4][N:3]=3)=[N:26][N:25]([C:37]([C:38]3[CH:39]=[CH:40][CH:41]=[CH:42][CH:43]=3)([C:44]3[CH:45]=[CH:46][CH:47]=[CH:48][CH:49]=3)[C:50]3[CH:55]=[CH:54][CH:53]=[CH:52][CH:51]=3)[C:22]2=[N:23][CH:24]=1 |f:1.2.3.4,8.9.10.11.12|. Procedure details: A solution of 2-chloro-4-methylsulfanyl-pyrimidine (0.25 g, 1.56 mmol), K3PO4 (0.99 g, 4.67 mmol) and 5-fluoro-3-(4,4,5,5-tetramethyl-1,3,2-dioxaborolan-2-yl)-1-trityl-1H-pyrazolo[3,4-b]pyridine, 135a, (0.87 g, 1.71 mmol) in water (1 mL) and 2-methyltetrahydrofuran (9 mL) was degassed under a stream of nitrogen for 15 minutes. Then, Pd2(dba)3 (0.04 g, 0.05 mmol) was added and the mixture was degassed for an additional 2-3 minutes. The vessel was sealed and heated to 95° C. overnight. After separ... Reactants: N1C=CC2=CC=CC=C12 (indole), C(CS)(=O)OC (methyl thioglycolate), II (iodine), [I-].[K+] (potassium iodide). The solvent is CO (methanol), O (water). Conditions: time 60 hour. Yields the product N1C=C(C2=CC=CC=C12)SCC(=O)OC (Methyl 2-((1H-indol-3-yl)thio)acetate). Reaction SMILES: [NH:1]1[C:9]2[C:4](=[CH:5][CH:6]=[CH:7][CH:8]=2)[CH:3]=[CH:2]1.[C:10]([O:14][CH3:15])(=[O:13])[CH2:11][SH:12].II.[I-].[K+]>CO.O>[NH:1]1[C:9]2[C:4](=[CH:5][CH:6]=[CH:7][CH:8]=2)[C:3]([S:12][CH2:11][C:10]([O:14][CH3:15])=[O:13])=[CH:2]1 |f:3.4|. Reported procedure: To a solution of indole (3.00 g, 25.6 mmol) and methyl thioglycolate (2.40 mL, 25.6 mmol) in methanol:water (80 mL:20 mL) was added iodine (6.50 g, 25.6 mmol) and potassium iodide (4.25 g, 25.6 mmol). The reaction mixture was stirred at ambient temperature for 60 hours. Methanol was removed in vacuo and the aqueous layer diluted with a saturated solution of sodium bicarbonate and extracted with ethyl acetate. The organic layer was dried over magnesium sulfate, evaporated in vacuo and the resulti... Reactants: CON=C(C(=O)OCC)C(C)=O (ethyl 2-methoxyimino-3-oxobutyrate), C(CO)O (ethylene glycol). The reagents and catalysts are C1(=CC=C(C=C1)S(=O)(=O)O)C (p-toluenesulfonic acid). Run in C1=CC=CC=C1 (benzene). Yields the product CON=C(C(=O)OCC)C1(C)OCCO1 (ethyl 2-methoxyimino-3,3-ethylenedioxybutyrate). The yield is 70.0%. As a reaction SMILES: [CH3:1][O:2][N:3]=[C:4]([C:10](=[O:12])[CH3:11])[C:5]([O:7][CH2:8][CH3:9])=[O:6].[CH2:13](O)[CH2:14][OH:15]>C1C=CC=CC=1.C1(C)C=CC(S(O)(=O)=O)=CC=1>[CH3:1][O:2][N:3]=[C:4]([C:10]1([O:15][CH2:14][CH2:13][O:12]1)[CH3:11])[C:5]([O:7][CH2:8][CH3:9])=[O:6]. Procedure details: A solution of ethyl 2-methoxyimino-3-oxobutyrate (syn isomer 17.3 g), ethylene glycol (12.4 g) and p-toluenesulfonic acid (0.5 g) in benzene (260 ml) was heated under reflux while removing water. The resultant solution was washed with a saturated aqueous solution of sodium bicarbonate and a saturated aqueous solution of sodium chloride in turn and dried over magnesium sulfate. After evaporating the solvent from the solution, the residue was distilled under reduced pressure to give ethyl 2-methox...